From a dataset of the Open Reaction Database (ORD), a public repository of structured organic reaction records. describe an organic reaction: reactants, conditions, products, and yield Starting materials: C1(CC1)C=1OC(=NN1)C=1C=C2C(=CN(C2=CC1)S(=O)(=O)C1=CC=C(C)C=C1)C1=NC=CC(=N1)C1CC1 (2-Cyclopropyl-5-(3-(4-cyclopropylpyrimidin-2-yl)-1-tosyl-1H-indol-5-yl)-1,3,4-oxadiazole), [OH-].[Na+] (NaOH). The solvent is O1CCOCC1 (dioxane), O (H2O). Conditions: temperature 100 celsius. Product: C1(CC1)C=1OC(=NN1)C=1C=C2C(=CNC2=CC1)C1=NC=CC(=N1)C1CC1 (2-cyclopropyl-5-(3-(4-cyclopropylpyrimidin-2-yl)-1H-indol-5-yl)-1,3,4-oxadiazole). Yield: 35.4%. Reaction SMILES: [CH:1]1([C:4]2[O:5][C:6]([C:9]3[CH:10]=[C:11]4[C:15](=[CH:16][CH:17]=3)[N:14](S(C3C=CC(C)=CC=3)(=O)=O)[CH:13]=[C:12]4[C:28]3[N:33]=[C:32]([CH:34]4[CH2:36][CH2:35]4)[CH:31]=[CH:30][N:29]=3)=[N:7][N:8]=2)[CH2:3][CH2:2]1.[OH-].[Na+]>O1CCOCC1.O>[CH:1]1([C:4]2[O:5][C:6]([C:9]3[CH:10]=[C:11]4[C:15](=[CH:16][CH:17]=3)[NH:14][CH:13]=[C:12]4[C:28]3[N:33]=[C:32]([CH:34]4[CH2:36][CH2:35]4)[CH:31]=[CH:30][N:29]=3)=[N:7][N:8]=2)[CH2:3][CH2:2]1 |f:1.2|. Reported procedure: 2-Cyclopropyl-5-(3-(4-cyclopropylpyrimidin-2-yl)-1-tosyl-1H-indol-5-yl)-1,3,4-oxadiazole (78.6 mg, 0.158 mmol) in a 5 mL glass microwave tube, was suspended in dioxane (1.5 mL). The suspension was treated with NaOH 1.000 n (2 mL, 2.000 mmol) (Fluka Analytical). The tube was sealed and the contents were stirred and heated in an Initiator microwave reactor (Personal Chemistry, Biotage AB, Inc., Upssala, Sweden) at 100° C. for 10 min. The mixture was diluted with H2O (10 mL) and extracted with EtOA...